Dataset: the Open Reaction Database (ORD), a public repository of structured organic reaction records. Task: describe an organic reaction: reactants, conditions, products, and yield Starting materials: C(C1=CC=CC=C1)OC1=C(N=C2N(C1=O)CCN2C(C)C)C(=O)O (6-(benzyloxy)-1-isopropyl-5-oxo-1,2,3,5-tetrahydroimidazo[1,2-a]pyrimidine-7-carboxylic acid), FC(C(=O)O)(F)F.NCC1=C(C(=O)NC)C=C(C=C1)F (2-(aminomethyl)-5-fluoro-N-methylbenzamide trifluoroacetate salt), intermediate 3. Product: FC1=CC(=C(CNC(=O)C=2N=C3N(C(C2OCC2=CC=CC=C2)=O)CCN3C(C)C)C=C1)C(NC)=O (N-(4-Fluoro-2-(methylcarbamoyl)benzyl)-6-(benzyloxy)-1-isopropyl-5-oxo-1,2,3,5-tetrahydroimidazo[1,2-a]pyrimidine-7-carboxamide). Yield: 73.0%. As a reaction SMILES: [CH2:1]([O:8][C:9]1[C:14](=[O:15])[N:13]2[CH2:16][CH2:17][N:18]([CH:19]([CH3:21])[CH3:20])[C:12]2=[N:11][C:10]=1[C:22](O)=[O:23])[C:2]1[CH:7]=[CH:6][CH:5]=[CH:4][CH:3]=1.FC(F)(F)C(O)=O.[NH2:32][CH2:33][C:34]1[CH:43]=[CH:42][C:41]([F:44])=[CH:40][C:35]=1[C:36]([NH:38][CH3:39])=[O:37]>>[F:44][C:41]1[CH:42]=[CH:43][C:34]([CH2:33][NH:32][C:22]([C:10]2[N:11]=[C:12]3[N:18]([CH:19]([CH3:20])[CH3:21])[CH2:17][CH2:16][N:13]3[C:14](=[O:15])[C:9]=2[O:8][CH2:1][C:2]2[CH:7]=[CH:6][CH:5]=[CH:4][CH:3]=2)=[O:23])=[C:35]([C:36](=[O:37])[NH:38][CH3:39])[CH:40]=1 |f:1.2|. Procedure: Coupling of 6-(benzyloxy)-1-isopropyl-5-oxo-1,2,3,5-tetrahydroimidazo[1,2-a]pyrimidine-7-carboxylic acid (0.300 g, 0.91 mmol) and 2-(aminomethyl)-5-fluoro-N-methylbenzamide trifluoroacetate salt (0.210 g, 0.96 mmol) as described for the synthesis of intermediate 3 gave 0.328 g (72% yield) of the title amide as white crystals; mp 197-198° C. (ethyl acetate). 1HNMR 400 MHz (CDCl3) δ (ppm): 1.23 (6H, d, J=6.8 Hz, 2×CH3), 2.98 (3H, d, J=5 Hz, NCH3), 3.66 (2H, t, J=9 Hz, CH2), 4.12 (2H, t, J=9 Hz, CH... Starting materials: C(C1=CC=CC=C1)OC(=O)N(C)C1=C2C=CC=C(C2=CC=C1)S(=O)(=O)NC1=NC=C(N=C1OC)Br (5-(N-Benzyloxycarbonyl-N-methylamino)-N-(5-bromo-3-methoxy-2-pyrazinyl)-1-naphthalenesulphonamide), [OH-].[Na+] (sodium hydroxide). Run in C(C)(=O)O (acetic acid), O (water), Br (hydrobromic acid). Run at time 1 hour. Product: C(C1=CC=CC=C1)N(C)C1=C2C=CC=C(C2=CC=C1)S(=O)(=O)NC1=NC=C(N=C1OC)Br (5-(N-benzyl-N-methylamino)-N-(5-bromo-3-methoxy-2-pyrazinyl)-1-naphthalenesulphonamide). Yield: 51.6%. RXN SMILES: C(O[C:9]([N:11]([C:13]1[CH:22]=[CH:21][CH:20]=[C:19]2[C:14]=1[CH:15]=[CH:16][CH:17]=[C:18]2[S:23]([NH:26][C:27]1[C:32]([O:33][CH3:34])=[N:31][C:30]([Br:35])=[CH:29][N:28]=1)(=[O:25])=[O:24])[CH3:12])=O)C1C=CC=CC=1.[OH-].[Na+]>Br.C(O)(=O)C.O>[CH2:9]([N:11]([C:13]1[CH:22]=[CH:21][CH:20]=[C:19]2[C:14]=1[CH:15]=[CH:16][CH:17]=[C:18]2[S:23]([NH:26][C:27]1[C:32]([O:33][CH3:34])=[N:31][C:30]([Br:35])=[CH:29][N:28]=1)(=[O:25])=[O:24])[CH3:12])[C:13]1[CH:22]=[CH:21][CH:20]=[CH:19][CH:14]=1 |f:1.2|. Reported procedure: 5-(N-Benzyloxycarbonyl-N-methylamino)-N-(5-bromo-3-methoxy-2-pyrazinyl)-1-naphthalenesulphonamide (0.40 g) was suspended in 33% hydrobromic acid in acetic acid (5 ml) and the mixture was stirred for 1 hour. Evaporation afforded a yellow residue which was dissolved in water (20 ml), basified to pH 10 with 1N aqueous sodium hydroxide and extracted with ethyl acetate (3×25 ml). The combined organic extracts were dried (MgSO4) and evaporated. The residue was purified by flash chromatography on silic... The solvent is CN(C)C=O (DMF). Reaction SMILES: [CH3:1][O:2][C:3](=[O:54])[C@@H:4]([N:32](S(C1C=CC([N+]([O-])=O)=CC=1)(=O)=O)[C@H:33]([C:36]1[CH:41]=[CH:40][CH:39]=[CH:38][CH:37]=1)[CH2:34][CH3:35])[CH2:5][C:6]1[CH:31]=[CH:30][C:9]2[O:10][C@@H:11]([C:14]3[CH:19]=[CH:18][C:17]([O:20][CH2:21][C:22]4[CH:27]=[CH:26][C:25]([Cl:28])=[C:24]([Cl:29])[CH:23]=4)=[CH:16][CH:15]=3)[CH2:12][O:13][C:8]=2[CH:7]=1.SCC(O)=O.C1CCN2C(=NCCC2)CC1>CN(C=O)C>[CH3:1][O:2][C:3](=[O:54])[C@@H:4]([NH:32][C@H:33]([C:36]1[CH:37]=[CH:38][CH:39]=[CH:40][CH:41]=1)[CH2:34][CH3:35])[CH2:5][C:6]1[CH:31]=[CH:30][C:9]2[O:10][C@@H:11]([C:14]3[CH:15]=[CH:16][C:17]([O:20][CH2:21][C:22]4[CH:27]=[CH:26][C:25]([Cl:28])=[C:24]([Cl:29])[CH:23]=4)=[CH:18][CH:19]=3)[CH2:12][O:13][C:8]=2[CH:7]=1. Product: COC([C@H](CC1=CC2=C(O[C@H](CO2)C2=CC=C(C=C2)OCC2=CC(=C(C=C2)Cl)Cl)C=C1)N[C@@H](CC)C1=CC=CC=C1)=O ((S)-3-{(S)-2-[4-(3,4-Dichloro-benzyloxy)-phenyl]-2,3-dihydro-benzo[1,4]dioxin-6-yl}-2-((S)-1-phenyl-propylamino)-propionic acid methyl ester). Reactants: SCC(=O)O (mercaptoacetic acid), C1CCC2=NCCCN2CC1 (DBU), COC([C@H](CC1=CC2=C(O[C@H](CO2)C2=CC=C(C=C2)OCC2=CC(=C(C=C2)Cl)Cl)C=C1)N([C@@H](CC)C1=CC=CC=C1)S(=O)(=O)C1=CC=C(C=C1)[N+](=O)[O-])=O ((S)-3-{(S)-2-[4-(3,4-Dichloro-benzyloxy)-phenyl]-2,3-dihydro-benzo[1,4]dioxin-6-yl}-2-[(4-nitro-benzenesulfonyl)-((S)-1-phenyl-propyl)-amino]-propionic acid methyl ester). Run at time 3 hour. Procedure: (S)-3-{(S)-2-[4-(3,4-Dichloro-benzyloxy)-phenyl]-2,3-dihydro-benzo[1,4]dioxin-6-yl}-2-[(4-nitro-benzenesulfonyl)-((S)-1-phenyl-propyl)-amino]-propionic acid methyl ester (1.8 g) was dissolved in 30 mL dry DMF, then 505 μL (670 mg) mercaptoacetic acid and 2.6 mL (2.6 g) DBU were added at rt. The reaction stirred for 3 h, then was partitioned between saturated aqueous NaHCO3 and diethyl ether. The organic layer was washed successively with aqueous NaHCO3, water, and brine, then was dried with Na2S... Yield: 64.8%. The reactants are C(CCCC#C)(=O)N (5-hexynamide), IC1=C2/C(/C(NC2=CC=C1)=O)=C/C=1NC=CC1OC ((Z)-1,3-dihydro-4-iodo-3-[(3-methoxy-1H-pyrrol-2-yl)methylene]-2H-indol-2-one), IC1=C2/C(/C(NC2=CC=C1)=O)=C/C=1NC=CC1OC ((Z)-1,3-dihydro-4-iodo-3-[(3-methoxy-1H-pyrrol-2-yl)methylene]-2H-indol-2-one). The reagents and catalysts are Cl[Pd]([P](C1=CC=CC=C1)(C2=CC=CC=C2)C3=CC=CC=C3)([P](C4=CC=CC=C4)(C5=CC=CC=C5)C6=CC=CC=C6)Cl ((Ph3P)2PdCl2). Run in CCN(CC)CC (Et3N), CN(C)C=O (DMF). The product is COC1=C(NC=C1)\C=C\1/C(NC2=CC=CC(=C12)C#CCCCC(=O)N)=O ((Z)-6-[2,3-dihydro-3-[(3-methoxy-1H-pyrrol-2-yl)methylene]-2-oxo-1H-indol-4-yl]-5-hexynamide). Reaction SMILES: [C:1]([NH2:8])(=[O:7])[CH2:2][CH2:3][CH2:4][C:5]#[CH:6].I[C:10]1[CH:18]=[CH:17][CH:16]=[C:15]2[C:11]=1/[C:12](=[CH:20]/[C:21]1[NH:22][CH:23]=[CH:24][C:25]=1[O:26][CH3:27])/[C:13](=[O:19])[NH:14]2>Cl[Pd](Cl)([P](C1C=CC=CC=1)(C1C=CC=CC=1)C1C=CC=CC=1)[P](C1C=CC=CC=1)(C1C=CC=CC=1)C1C=CC=CC=1.CN(C=O)C.CCN(CC)CC>[CH3:27][O:26][C:25]1[CH:24]=[CH:23][NH:22][C:21]=1/[CH:20]=[C:12]1\[C:13](=[O:19])[NH:14][C:15]2[C:11]\1=[C:10]([C:6]#[C:5][CH2:4][CH2:3][CH2:2][C:1]([NH2:8])=[O:7])[CH:18]=[CH:17][CH:16]=2 |^1:30,49|. Procedure: Using Method C above, 5-hexynamide (46 mg, 0.4 mmol) (prepared from 5-hexynoic acid by Method G above) was coupled with (Z)-1,3-dihydro-4-iodo-3-[(3-methoxy-1H-pyrrol-2-yl)methylene]-2H-indol-2-one (Starting Material 2 supra) (113 mg, 0.31 mmol) using (Ph3P)2PdCl2 (12 mg) and Cul (6 mg) as catalyst in DMF (1 mL) and Et3N (1 mL) as solvent at 70° C. for 22 h yielding (Z)-6-[2,3-dihydro-3-[(3-methoxy-1H-pyrrol-2-yl)methylene]-2-oxo-1H-indol-4-yl]-5-hexynamide. (Yield 52 mg, 48%). The reactants are C#Cc1ccc2c(c1)OCC(C)(C)CO2, CCOc1ccc(I)cc1. Product: CCOc1ccc(C#Cc2ccc3c(c2)OCC(C)(C)CO3)cc1. RXN SMILES: [C:1](#[CH:2])[c:3]1[cH:4][c:5]2[c:6]([cH:14][cH:15]1)[O:7][CH2:8][C:9]([CH3:12])([CH3:13])[CH2:10][O:11]2.[CH2:16]([CH3:17])[O:18][c:19]1[cH:20][cH:21][c:22]([I:25])[cH:23][cH:24]1>>[C:1](#[C:2][c:22]1[cH:21][cH:20][c:19]([O:18][CH2:16][CH3:17])[cH:24][cH:23]1)[c:3]1[cH:4][c:5]2[c:6]([cH:14][cH:15]1)[O:7][CH2:8][C:9]([CH3:12])([CH3:13])[CH2:10][O:11]2. Reactants: CCOC(=O)CN1CC2CCCCC2C1=O, CO, N. Yields the product NC(=O)CN1CC2CCCCC2C1=O. As a reaction SMILES: [CH2:1]([O:3][C:4](=[O:2])[CH2:5][N:6]1[C:7](=[O:15])[CH:8]2[CH2:9][CH2:10][CH2:11][CH2:12][CH:13]2[CH2:14]1)[CH3:16].[CH3:18][OH:19].[NH3:17]>>[O:3]=[C:4]([CH2:5][N:6]1[C:7](=[O:15])[CH:8]2[CH2:9][CH2:10][CH2:11][CH2:12][CH:13]2[CH2:14]1)[NH2:17]. Reactants: C(C1=CC=CC=C1)OC1=CC(=C(C=C1)C(C)=O)OC[C@@H]1OC1 (1-[4-benzyloxy-2-((R)-1-oxiranylmethoxy)phenyl]ethanone), ClC1=CC(=CC=C1)C(=O)OO (m-chloroperbenzoic acid), C(=O)(O)[O-].[Na+] (NaHCO3). The solvent is C(Cl)Cl (DCM). Reaction conditions: time 1 hour. Product: C(C1=CC=CC=C1)OC1=CC(=C(C=C1)OC(C)=O)OC[C@@H]1OC1 (Acetic acid 4-benzyloxy-2-((R)-1-oxiranylmethoxy)phenyl ester). RXN SMILES: [CH2:1]([O:8][C:9]1[CH:14]=[CH:13][C:12](C(=O)C)=[C:11]([O:18][CH2:19][C@H:20]2[CH2:22][O:21]2)[CH:10]=1)[C:2]1[CH:7]=[CH:6][CH:5]=[CH:4][CH:3]=1.ClC1C=CC=[C:26]([C:30]([O:32]O)=[O:31])C=1.C([O-])(O)=O.[Na+]>C(Cl)Cl>[CH2:1]([O:8][C:9]1[CH:14]=[CH:13][C:12]([O:32][C:30](=[O:31])[CH3:26])=[C:11]([O:18][CH2:19][C@H:20]2[CH2:22][O:21]2)[CH:10]=1)[C:2]1[CH:3]=[CH:4][CH:5]=[CH:6][CH:7]=1 |f:2.3|. Reported procedure: To a stirred solution of 1-[4-benzyloxy-2-((R)-1-oxiranylmethoxy)phenyl]ethanone (1.62 g, 5.43 mmol) in DCM (60 ml) was added m-chloroperbenzoic acid (2.15 g) and solid NaHCO3 (3.24 g). Stirring was continued at 40° C. for 1 h. The mixture was filtered and the filtrate was washed once with 10% NaHSO4 solution and then twice with NaHCO3 solution. The organic layer was washed with water and brine, dried with Na2SO4. The solvent was removed under reduced pressure. The crude product obtained (1.34 g... Procedure details: A 5.2-g portion of the p-ethoxycarbonylphenyl 5-nitro-1,2,3,4-tetrahydro-1-naphthoate obtained above was catalytically reduced with 5% palladium-carbon in ethyl acetate. After removal of the catalyst by filtration, the ethyl acetate was removed by distillation to obtain p-ethoxycarbonylphenyl 5-amino-1,2,3,4-tetrahydro-1-naphthoate which was dissolved in diethyl ether and dry gaseous hydrogen chloride was introduced thereinto to obtain 4.5 g of p-ethoxycarbonylphenyl 5-amino-1,2,3,4-tetrahydro-1... The reagents and catalysts are [C].[Pd] (palladium-carbon). RXN SMILES: [N+:1]([C:4]1[CH:13]=[CH:12][CH:11]=[C:10]2[C:5]=1[CH2:6][CH2:7][CH2:8][CH:9]2[C:14]([O:16][C:17]1[CH:22]=[CH:21][C:20]([C:23]([O:25][CH2:26][CH3:27])=[O:24])=[CH:19][CH:18]=1)=[O:15])([O-])=O>C(OCC)(=O)C.[C].[Pd]>[NH2:1][C:4]1[CH:13]=[CH:12][CH:11]=[C:10]2[C:5]=1[CH2:6][CH2:7][CH2:8][CH:9]2[C:14]([O:16][C:17]1[CH:18]=[CH:19][C:20]([C:23]([O:25][CH2:26][CH3:27])=[O:24])=[CH:21][CH:22]=1)=[O:15] |f:2.3|. The product is NC1=C2CCCC(C2=CC=C1)C(=O)OC1=CC=C(C=C1)C(=O)OCC (p-ethoxycarbonylphenyl 5-amino-1,2,3,4-tetrahydro-1-naphthoate). Starting materials: [N+](=O)([O-])C1=C2CCCC(C2=CC=C1)C(=O)OC1=CC=C(C=C1)C(=O)OCC (p-ethoxycarbonylphenyl 5-nitro-1,2,3,4-tetrahydro-1-naphthoate). The solvent is C(C)(=O)OCC (ethyl acetate).